Dataset: the Open Reaction Database (ORD), a public repository of structured organic reaction records. Task: describe an organic reaction: reactants, conditions, products, and yield The reactants are BrCC1CO1, CN(C)C=O, [H-], [Na+], OCCCCCCc1ccccc1. Yields the product c1ccc(CCCCCCOCC2CO2)cc1. RXN SMILES: [Br:14][CH2:15][CH:16]1[CH2:17][O:18]1.[CH3:21][N:22]([CH3:23])[CH:24]=[O:25].[H-:19].[Na+:20].[c:1]1([CH2:7][CH2:8][CH2:9][CH2:10][CH2:11][CH2:12][OH:13])[cH:2][cH:3][cH:4][cH:5][cH:6]1>>[c:1]1([CH2:7][CH2:8][CH2:9][CH2:10][CH2:11][CH2:12][O:13][CH2:15][CH:16]2[CH2:17][O:18]2)[cH:2][cH:3][cH:4][cH:5][cH:6]1.